This data is from the Open Reaction Database (ORD), a public repository of structured organic reaction records. The task is: describe an organic reaction: reactants, conditions, products, and yield The reactants are Cl (HCl), C(C=1C(N)=CC=CC1)#N (anthranilonitrile), C1(CCCC1)[Mg]Br (cyclopentylmagnesium bromide), [OH-].[Na+].O (NaOH H2O). Solvent: O (H2O), C(C)(=O)OCC (ethyl acetate), C(C)OCC (diethyl ether), C(C)OCC (diethyl ether). Conditions: time 20 hour. Yields the product NC1=C(C=CC=C1)C(=O)C1CCCC1 (2-aminophenyl cyclopentylmethanone). The yield is 93.6%. Reaction SMILES: [C:1](#N)[C:2]1[C:3](=[CH:5][CH:6]=[CH:7][CH:8]=1)[NH2:4].[CH:10]1([Mg]Br)[CH2:14][CH2:13][CH2:12][CH2:11]1.Cl.[OH-:18].[Na+].O>C(OCC)C.O.C(OCC)(=O)C>[NH2:4][C:3]1[CH:5]=[CH:6][CH:7]=[CH:8][C:2]=1[C:1]([CH:10]1[CH2:14][CH2:13][CH2:12][CH2:11]1)=[O:18] |f:3.4.5|. Procedure: To a solution of anthranilonitrile (15.0 g) in diethyl ether (600 mL) was added a solution of 2.0 M cyclopentylmagnesium bromide in diethyl ether (159 mL) at 0° C. under nitrogen. The mixture was stirred at room temperature overnight (20 hours). 500 ml of 5 N HCl in H2O was added very slowly at 0° C. The mixture was stirred at room temperature for 1 hour. The aqueous layer was neutralized with 50% NaOH/H2O to pH=12. 2×500 mL of ethyl acetate was used to extract the aqueous layer. The combined or... The reactants are BrC1=C(C(=O)O)C=CC(=C1OCCCCC)OC (2-bromo4-methoxy-3-pentyloxybenzoic acid), C(CC(=O)OCC)(=O)OCC (diethyl malonate), [H-].[Na+] (sodium hydride), BrC1=C(C(=O)O)C=CC(=C1OCCCCC)OC (2-bromo-4-methoxy-3-pentyloxybenzoic acid). The reagents and catalysts are [Cu]Br (copper (I) bromide). Solvent: C1(=CC=CC=C1)C (toluene). Conditions: time 1 hour. The product is crude product, C(=O)(O)C1=CC=C(C(=C1C(C(=O)OCC)C(=O)OCC)OCCCCC)OC (diethyl 2-(6-carboxy-3-methoxy-2-pentyloxyphenyl)-malonate). Reaction SMILES: Br[C:2]1[C:10]([O:11][CH2:12][CH2:13][CH2:14][CH2:15][CH3:16])=[C:9]([O:17][CH3:18])[CH:8]=[CH:7][C:3]=1[C:4]([OH:6])=[O:5].[C:19]([O:27][CH2:28][CH3:29])(=[O:26])[CH2:20][C:21]([O:23][CH2:24][CH3:25])=[O:22].[H-].[Na+]>[Cu]Br.C1(C)C=CC=CC=1>[C:4]([C:3]1[C:2]([CH:20]([C:21]([O:23][CH2:24][CH3:25])=[O:22])[C:19]([O:27][CH2:28][CH3:29])=[O:26])=[C:10]([O:11][CH2:12][CH2:13][CH2:14][CH2:15][CH3:16])[C:9]([O:17][CH3:18])=[CH:8][CH:7]=1)([OH:6])=[O:5] |f:2.3|. Procedure details: 2-bromo4-methoxy-3-pentyloxybenzoic acid (80.1 g, 253 mmol), toluene (480 ml), copper (I) bromide (3.62 g, 25.3 mmol) and diethyl malonate (153.4 ml, 1.01 mol) were mixed, and sodium hydride (60% dispersion, 30.3 g, 758 mmol) was added to this suspension. The mixture was stirred at 78° C.-83° C. for 1 hour. Said reaction mixture was combined with a reaction mixture in which 2-bromo-4-methoxy-3-pentyloxybenzoic acid (49.43 g, 156 mmol) had been reacted in the same manner, and the resulting reacti... The reactants are P12(=S)SP3(=S)SP(=S)(S1)SP(=S)(S2)S3 (phosphorus pentasulfide), OC1(CC=NC2=CC(=CC=C12)C)NC(CCC)=O (N-(4-hydroxy-7-methylquinolin-4-yl)butyramide), N1=CC=CC=C1 (pyridine). Product: CC=1C=CC=2C3=C(C=NC2C1)N=C(S3)CCC (7-methyl-2-propylthiazolo[4,5-c]quinoline). RXN SMILES: P12(SP3(SP(SP(S3)(S1)=S)(=S)S2)=S)=[S:2].O[C:16]1(NC(=O)CCC)[C:25]2[C:20](=[CH:21][C:22]([CH3:26])=[CH:23][CH:24]=2)[N:19]=[CH:18][CH2:17]1.[N:33]1C=[CH:37][CH:36]=[CH:35][CH:34]=1>>[CH3:26][C:22]1[CH:23]=[CH:24][C:25]2[C:16]3[S:2][C:34]([CH2:35][CH2:36][CH3:37])=[N:33][C:17]=3[CH:18]=[N:19][C:20]=2[CH:21]=1. Procedure: Under a nitrogen atmosphere, phosphorus pentasulfide (1.15 g, 2.6 mmol) was added to a mixture of N-(4-hydroxy-7-methylquinolin-4-yl)butyramide (630 mg, 2.6 mmol) in pyridine (20 mL). The reaction mixture was heated to reflux. The reaction mixture turned bright yellow and all of the solid went into solution. The reaction mixture was heated at reflux for about 2 hours and then allowed to cool to ambient temperature. The reaction mixture was extracted with water, aqueous sodium bicarbonate and dic... Reactants: N1(C=NC2=C1C=CC=C2)C2=C1N=CNC1=NC(=N2)Cl (6-(1H-benzimidazol-1-yl)-2-chloro-9H-purine), NC(CO)CO (2-amino-1,3-propanediol). Run in CS(=O)C (DMSO). Reaction conditions: temperature 120 celsius. Yields the product N1(C=NC2=C1C=CC=C2)C2=C1N=CNC1=NC(=N2)NC(CO)CO (2-[[6-(1H-benzimidazol-1-yl)-9H-purin-2-yl]-amino]-1,3-propanediol). The yield is 38.0%. As a reaction SMILES: [N:1]1([C:10]2[N:18]=[C:17](Cl)[N:16]=[C:15]3[C:11]=2[N:12]=[CH:13][NH:14]3)[C:5]2[CH:6]=[CH:7][CH:8]=[CH:9][C:4]=2[N:3]=[CH:2]1.[NH2:20][CH:21]([CH2:24][OH:25])[CH2:22][OH:23]>CS(C)=O>[N:1]1([C:10]2[N:18]=[C:17]([NH:20][CH:21]([CH2:24][OH:25])[CH2:22][OH:23])[N:16]=[C:15]3[C:11]=2[N:12]=[CH:13][NH:14]3)[C:5]2[CH:6]=[CH:7][CH:8]=[CH:9][C:4]=2[N:3]=[CH:2]1. Reported procedure: 200 mg of product obtained in stage 1 above are mixed with 3 ml of DMSO and 336 mg (5 equivalents) of 2-amino-1,3-propanediol, and the mixture is then heated at 120° C. for approximately 72 hours. The mixture is allowed to return to ambient temperature. Purification is carried out by chromatography on silica with a CH2Cl2-MeOH—NH4OH: 90-9-1 mixture for eluent. Evaporation is carried out and a paste is formed in methylene chloride-methanol: 50-50. Partial drying and drying under vacuum at 50° C. ... The reactants are O=C([O-])O, ClCCl, CC(C)(C)OC(=O)N1CCc2c(F)cccc21, [Na+], O=C1CCC(=O)N1Br. Product: CC(C)(C)OC(=O)N1CCc2c1ccc(Br)c2F. As a reaction SMILES: [C:26](=[O:27])([OH:28])[O-:29].[Cl:31][CH2:32][Cl:33].[F:1][c:2]1[c:3]2[c:7]([cH:8][cH:9][cH:10]1)[N:6]([C:11](=[O:12])[O:13][C:14]([CH3:15])([CH3:16])[CH3:17])[CH2:5][CH2:4]2.[Na+:30].[O:18]=[C:19]1[N:20]([Br:25])[C:21](=[O:22])[CH2:23][CH2:24]1>>[F:1][c:2]1[c:3]2[c:7]([cH:8][cH:9][c:10]1[Br:25])[N:6]([C:11](=[O:12])[O:13][C:14]([CH3:15])([CH3:16])[CH3:17])[CH2:5][CH2:4]2. Reactants: BrCC1CC1, [H-], [Na+], CN(C)C=O, Oc1cccc2c1oc1ccccc12. Product: c1ccc2c(c1)oc1c(OCC3CC3)cccc12. RXN SMILES: [CH:17]1([CH2:20][Br:21])[CH2:18][CH2:19]1.[H-:15].[Na+:16].[O:22]=[CH:23][N:24]([CH3:25])[CH3:26].[cH:1]1[cH:2][cH:3][c:4]([OH:14])[c:5]2[o:6][c:7]3[c:8]([c:9]12)[cH:10][cH:11][cH:12][cH:13]3>>[cH:1]1[cH:2][cH:3][c:4]([O:14][CH2:20][CH:17]2[CH2:18][CH2:19]2)[c:5]2[o:6][c:7]3[c:8]([c:9]12)[cH:10][cH:11][cH:12][cH:13]3. Reactants: solution, C(CC1=CC=CC=C1)I (phenethyl iodide), solution, C(C)(C)[N-]C(C)C.[Li+] (lithium diisopropylamide), solid, C(C1=CC=CC=C1)(=O)N1C(CCCC1)C#N (1-benzoyl-2-piperidinecarbonitrile). The solvent is O1CCCC1 (tetrahydrofuran), O1CCCC1 (tetrahydrofuran), O (water). Reaction conditions: temperature 0 celsius, time 30 minute. Product: C(C1=CC=CC=C1)(=O)N1C(CCCC1)(C#N)CCC1=CC=CC=C1 (1-Benzoyl-2-(2-phenylethyl)-2-piperidinecarbonitrile). As a reaction SMILES: C([N-]C(C)C)(C)C.[Li+].[C:9]([N:17]1[CH2:22][CH2:21][CH2:20][CH2:19][CH:18]1[C:23]#[N:24])(=[O:16])[C:10]1[CH:15]=[CH:14][CH:13]=[CH:12][CH:11]=1.[CH2:25](I)[CH2:26][C:27]1[CH:32]=[CH:31][CH:30]=[CH:29][CH:28]=1>O1CCCC1.O>[C:9]([N:17]1[CH2:22][CH2:21][CH2:20][CH2:19][C:18]1([CH2:25][CH2:26][C:27]1[CH:32]=[CH:31][CH:30]=[CH:29][CH:28]=1)[C:23]#[N:24])(=[O:16])[C:10]1[CH:11]=[CH:12][CH:13]=[CH:14][CH:15]=1 |f:0.1|. Procedure details: To 200 ml of a solution of lithium diisopropylamide (140 mmol) in tetrahydrofuran was added 15 g of solid 1-benzoyl-2-piperidinecarbonitrile at -78° C. and the mixture was stirred for 30 minutes. Then, 100 ml of a solution of 33.2 g of phenethyl iodide in tetrahydrofuran was added dropwise at -78° C. After completion of dropwise addition, the temperature of the reaction mixture was gradually increased to 0° C. The reaction mixture was diluted with water and the organic layer was separated. The a...